This data is from the Open Reaction Database (ORD), a public repository of structured organic reaction records. The task is: describe an organic reaction: reactants, conditions, products, and yield Reactants: N([C@@H](COC(C)(C)C)C(=O)O)C(=O)OCC1C2=CC=CC=C2C2=CC=CC=C12 (Fmoc-L-Ser(OtBu)—OH), N-Boc-D-Pro(cis-4-BzT)-ODpm, C(C)#N (acetonitrile), O.C1(=CC=C(C=C1)S(=O)(=O)O)C (p-Toluenesulfonic acid monohydrate), C(C)(C)N(CC)C(C)C (Diisopropylethylamine), O (H2O). The solvent is CN(C)C=O (DMF), CN(C)C=O (DMF). Run at time 1.5 hour. Product: C(=O)(NC1CCCCC1)NC1CCCCC1 (dicyclohexylurea). Reaction SMILES: [OH2:1].[C:2]1(C)[CH:7]=[CH:6][C:5](S(O)(=O)=O)=[CH:4][CH:3]=1.C([N:16]([CH:19](C)C)CC)(C)C.N(C(O[CH2:36][CH:37]1C2C(=CC=CC=2)C2[C:38]1=[CH:39]C=CC=2)=O)[C@H](C(O)=O)COC(C)(C)C.O.[C:51](#[N:53])[CH3:52]>CN(C=O)C>[C:19]([NH:16][CH:2]1[CH2:3][CH2:4][CH2:5][CH2:6][CH2:7]1)([NH:53][CH:51]1[CH2:39][CH2:38][CH2:37][CH2:36][CH2:52]1)=[O:1] |f:0.1|. Procedure details: N-Boc-D-Pro(cis-4-BzT)-ODpm (350 mg, 0.58 mmol) was dissolved in acetonitrile (5 mL). p-Toluenesulfonic acid monohydrate (552 mg, 2.9 mmol) was added and the solution was stirred at room temperature for 1.5 h, after which tlc indicated complete deprotection of the N-Boc group. Diisopropylethylamine (515 ml, excess) and DMF (5 ml) were added and the reaction stirred under argon. In a separate reaction vessel, a mixture of Fmoc-L-Ser(OtBu)—OH (268 mg, 0.70 mmol) HOBt.H2O (118 mg, 0.77 mmol) and DC... The reactants are [Na] (sodium), C(CCC)[Sn](CCCC)(CCCC)Cl (tributyltin chloride). The solvent is C(CCC)[Sn](CCCC)(CCCC)CCCC (tetrabutyltin). The product is C(CCC)[Sn]([Sn](CCCC)(CCCC)CCCC)(CCCC)CCCC (hexabutyl distannane). Isolated yield 93.0%. Reaction SMILES: [Na].[CH2:2]([Sn:6](Cl)([CH2:11][CH2:12][CH2:13][CH3:14])[CH2:7][CH2:8][CH2:9][CH3:10])[CH2:3][CH2:4][CH3:5]>C([Sn](CCCC)(CCCC)CCCC)CCC>[CH2:2]([Sn:6]([CH2:11][CH2:12][CH2:13][CH3:14])([CH2:7][CH2:8][CH2:9][CH3:10])[Sn:6]([CH2:7][CH2:8][CH2:9][CH3:10])([CH2:11][CH2:12][CH2:13][CH3:14])[CH2:2][CH2:3][CH2:4][CH3:5])[CH2:3][CH2:4][CH3:5] |^1:0|. Procedure details: BE A 672 867 disclosed the conversion of sodium in tetrabutyltin with tributyltin chloride followed by a complicated process which yields 93% of hexabutyl distannane. Starting materials: BrC=1NC2=CC(=CC=C2C1C1CCCCC1)C(=O)OC (Methyl 2-bromo-3-cyclohexyl-1H-indole-6-carboxylate), C(=O)C=1C(=C(C=CC1)B(O)O)OC ((3-formyl-2-methoxyphenyl) boronic acid), C(=O)([O-])[O-].[Na+].[Na+] (Na2CO3). Reagents/catalysts: Cl[Pd]([P](C1=CC=CC=C1)(C2=CC=CC=C2)C3=CC=CC=C3)([P](C4=CC=CC=C4)(C5=CC=CC=C5)C6=CC=CC=C6)Cl (Pd(PPh3)2Cl2). Run in O1CCOCC1 (dioxane). Reaction conditions: temperature 110 celsius. Yields the product C1(CCCCC1)C1=C(NC2=CC(=CC=C12)C(=O)OC)C1=C(C(=CC=C1)C=O)OC (methyl 3-cyclohexyl-2-(3-formyl-2-methoxyphenyl)-1H-indole-6-carboxylate). The yield is 77.0%. As a reaction SMILES: Br[C:2]1[NH:3][C:4]2[C:9]([C:10]=1[CH:11]1[CH2:16][CH2:15][CH2:14][CH2:13][CH2:12]1)=[CH:8][CH:7]=[C:6]([C:17]([O:19][CH3:20])=[O:18])[CH:5]=2.[CH:21]([C:23]1[C:24]([O:32][CH3:33])=[C:25](B(O)O)[CH:26]=[CH:27][CH:28]=1)=[O:22].C([O-])([O-])=O.[Na+].[Na+]>O1CCOCC1.Cl[Pd](Cl)([P](C1C=CC=CC=1)(C1C=CC=CC=1)C1C=CC=CC=1)[P](C1C=CC=CC=1)(C1C=CC=CC=1)C1C=CC=CC=1>[CH:11]1([C:10]2[C:9]3[C:4](=[CH:5][C:6]([C:17]([O:19][CH3:20])=[O:18])=[CH:7][CH:8]=3)[NH:3][C:2]=2[C:25]2[CH:26]=[CH:27][CH:28]=[C:23]([CH:21]=[O:22])[C:24]=2[O:32][CH3:33])[CH2:16][CH2:15][CH2:14][CH2:13][CH2:12]1 |f:2.3.4,^1:48,67|. Reported procedure: Methyl 2-bromo-3-cyclohexyl-1H-indole-6-carboxylate (prepared as in International patent application WO 2004/087714), (3-formyl-2-methoxyphenyl) boronic acid (1.5 eq) and Pd(PPh3)2Cl2 (0.1 eq) were dissolved in dioxane (0.08M). The solution was degassed and flushed with Ar. 2M Na2CO3 solution (1 eq) was added and the mixture was heated to 110° C. for 2 h. All volatiles were evaporated in vacuo and the residual material was dissolved in EtOAc, filtered over Celite and evaporated in vacuo. The res... Reported procedure: If the procedure described in Preparation IV is followed starting from 4.5 g (27.10-3 mol) of N-(4-mercaptophenyl)acetamide, 11.43 g (32.10-3 mol) of 2,3,4-tri-O-acetyl-5-thio-D-xylopyranosyl bromide and 2.16 g (27.10-3 mol) of zinc oxide (ZnO), 3 g (yield: 25%) of the expected product are obtained after recrystallization from a toluene/isopropyl ether mixture. As a reaction SMILES: [SH:1][C:2]1[CH:7]=[CH:6][C:5]([NH:8][C:9](=[O:11])[CH3:10])=[CH:4][CH:3]=1.[C:12]([O:15][C@@H:16]1[C@@H:21]([O:22][C:23](=[O:25])[CH3:24])[C@H:20]([O:26][C:27](=[O:29])[CH3:28])[CH2:19][S:18][CH:17]1Br)(=[O:14])[CH3:13]>[O-2].[Zn+2]>[C:12]([O:15][C@@H:16]1[C@@H:21]([O:22][C:23](=[O:25])[CH3:24])[C@H:20]([O:26][C:27](=[O:29])[CH3:28])[CH2:19][S:18][C@H:17]1[S:1][C:2]1[CH:3]=[CH:4][C:5]([NH:8][C:9](=[O:11])[CH3:10])=[CH:6][CH:7]=1)(=[O:14])[CH3:13] |f:2.3|. Reagents/catalysts: [O-2].[Zn+2] (zinc oxide). Yield: 25.0%. The reactants are IV, SC1=CC=C(C=C1)NC(C)=O (N-(4-mercaptophenyl)acetamide), C(C)(=O)O[C@H]1C(SC[C@H]([C@@H]1OC(C)=O)OC(C)=O)Br (2,3,4-tri-O-acetyl-5-thio-D-xylopyranosyl bromide). The product is C(C)(=O)O[C@H]1[C@H](SC2=CC=C(C=C2)NC(C)=O)SC[C@H]([C@@H]1OC(C)=O)OC(C)=O (4-acetamidophenyl 2,3,4-tri-O-acetyl-1,5-dithio-β-D-xylopyranoside). The reactants are O=C([O-])[O-], COc1cc2ncnc(Cl)c2cc1OCc1ccccc1, [K+], [K+], CN(C)C=O, Oc1cnc2[nH]ccc2c1. Product: COc1cc2ncnc(Oc3cnc4[nH]ccc4c3)c2cc1OCc1ccccc1. As a reaction SMILES: [C:32](=[O:33])([O-:34])[O-:35].[CH2:1]([c:2]1[cH:3][cH:4][cH:5][cH:6][cH:7]1)[O:8][c:9]1[cH:10][c:11]2[c:12]([Cl:21])[n:13][cH:14][n:15][c:16]2[cH:17][c:18]1[O:19][CH3:20].[K+:36].[K+:37].[O:38]=[CH:39][N:40]([CH3:41])[CH3:42].[OH:22][c:23]1[cH:24][c:25]2[cH:26][cH:27][nH:28][c:29]2[n:30][cH:31]1>>[CH2:1]([c:2]1[cH:3][cH:4][cH:5][cH:6][cH:7]1)[O:8][c:9]1[cH:10][c:11]2[c:12]([O:22][c:23]3[cH:24][c:25]4[cH:26][cH:27][nH:28][c:29]4[n:30][cH:31]3)[n:13][cH:14][n:15][c:16]2[cH:17][c:18]1[O:19][CH3:20]. Starting materials: COC(=O)c1ccccc1I, CC(C)C(=O)Nc1cccc(C2CCN(Cc3ccc4[nH]ccc4c3)CC2)c1. The product is COC(=O)c1ccccc1-n1ccc2cc(CN3CCC(c4cccc(NC(=O)C(C)C)c4)CC3)ccc21. Reaction SMILES: [I:1][c:2]1[c:3]([C:4](=[O:5])[O:6][CH3:7])[cH:8][cH:9][cH:10][cH:11]1.[nH:12]1[cH:13][cH:14][c:15]2[cH:16][c:17]([CH2:21][N:22]3[CH2:23][CH2:24][CH:25]([c:28]4[cH:29][c:30]([NH:34][C:35]([CH:36]([CH3:37])[CH3:38])=[O:39])[cH:31][cH:32][cH:33]4)[CH2:26][CH2:27]3)[cH:18][cH:19][c:20]12>>[c:2]1(-[n:12]2[cH:13][cH:14][c:15]3[cH:16][c:17]([CH2:21][N:22]4[CH2:23][CH2:24][CH:25]([c:28]5[cH:29][c:30]([NH:34][C:35]([CH:36]([CH3:37])[CH3:38])=[O:39])[cH:31][cH:32][cH:33]5)[CH2:26][CH2:27]4)[cH:18][cH:19][c:20]23)[c:3]([C:4](=[O:5])[O:6][CH3:7])[cH:8][cH:9][cH:10][cH:11]1.